This data is from the Open Reaction Database (ORD), a public repository of structured organic reaction records. The task is: describe an organic reaction: reactants, conditions, products, and yield The reactants are CN(C)CCCC(C1=C(C=CC=C1)C1=CC=CC=C1)C#N (N,N-dimethyl-4-cyano-4-(1,1'-biphenyl-2-yl)butylamine), [Cl-].C[NH+](C)CCCC(C1=C(C=CC=C1)C1=CC=CC=C1)C(=O)O (N,N-dimethyl-4-hydroxycarbonyl-4-(1,1'-biphenyl-2-yl)butylaminium chloride), S(O)(O)(=O)=O (sulfuric acid), [OH-].[Na+] (sodium hydroxide). Reaction conditions: temperature 5 celsius. Yields the product CN(C)CCCC(C1=C(C=CC=C1)C1=CC=CC=C1)C(=O)O (N,N-Dimethyl-4-hydroxycarbonyl-4-(1,1'-biphenyl-2-yl)butylamine). As a reaction SMILES: CN(CCCC(C#N)C1C=CC=CC=1C1C=CC=CC=1)C.S(=O)(=O)(O)O.[OH-].[Na+].[Cl-].[CH3:30][NH+:31]([CH2:33][CH2:34][CH2:35][CH:36]([C:49]([OH:51])=[O:50])[C:37]1[CH:42]=[CH:41][CH:40]=[CH:39][C:38]=1[C:43]1[CH:48]=[CH:47][CH:46]=[CH:45][CH:44]=1)[CH3:32]>>[CH3:30][N:31]([CH2:33][CH2:34][CH2:35][CH:36]([C:49]([OH:51])=[O:50])[C:37]1[CH:42]=[CH:41][CH:40]=[CH:39][C:38]=1[C:43]1[CH:44]=[CH:45][CH:46]=[CH:47][CH:48]=1)[CH3:32] |f:2.3,4.5|. Procedure details: A solution of 6.0 g. of N,N-dimethyl-4-cyano-4-(1,1'-biphenyl-2-yl)butylamine in 65 ml. of 90% sulfuric acid was heated on a steam bath for eight hours. After cooling the reaction mixture to 5° C. and making it alkaline by the addition of 10% sodium hydroxide, the product was extracted therefrom intodiethyl ether. The ethereal extracts were washed with water and dried. Excess hydrogen chloride was bubbled into the ethereal solution, whereupona precipitate formed and was collected by filtration. ... Reactants: CC1=C(C=CC=C1)N\C(=C/C(=O)OC)\C (methyl 3-(2-methylphenyl)aminocrotonate), C(C1=CC=CC=C1)=O (benzaldehyde). Run in C1=CC=CC=C1 (benzene). Yields the product CC=1N(C(=C(C(C1C(=O)OC)C1=CC=CC=C1)C(=O)OC)C)C1=C(C=CC=C1)C (dimethyl 2,6-dimethyl-4-phenyl-1-(2-methylphenyl)-1,4-dihydropyridine-3,5-dicarboxylate). RXN SMILES: [CH3:1][C:2]1[CH:7]=[CH:6][CH:5]=[CH:4][C:3]=1[NH:8]/[C:9](/[CH3:15])=[CH:10]\[C:11]([O:13][CH3:14])=[O:12].[CH:16](=O)[C:17]1[CH:22]=[CH:21][CH:20]=[CH:19][CH:18]=1>C1C=CC=CC=1>[CH3:15][C:9]1[N:8]([C:3]2[CH:4]=[CH:5][CH:6]=[CH:7][C:2]=2[CH3:1])[C:9]([CH3:15])=[C:10]([C:11]([O:13][CH3:14])=[O:12])[CH:16]([C:17]2[CH:22]=[CH:21][CH:20]=[CH:19][CH:18]=2)[C:10]=1[C:11]([O:13][CH3:14])=[O:12]. Procedure details: A solution of 4.1 grams (20 millimoles) of methyl 3-(2-methylphenyl)aminocrotonate in 5 milliliters of dry benzene is added to the titanamine complex followed by 1.1 grams (10 millimoles) of benzaldehyde and the mixture stirred at ambient temperature for several hours to obtain the desired dimethyl 2,6-dimethyl-4-phenyl-1-(2-methylphenyl)-1,4-dihydropyridine-3,5-dicarboxylate which may be recovered in a manner similar to that previously described. The reactants are NC1=NC(=C(C(=N1)C=1OC=CC1)C#N)S(=O)C (2-amino-4-furan-2-yl-6-methanesulfinyl-pyrimidine-5-carbonitrile), Cl.C(C1=CC=CC=C1)OC(NCCN)=O ((2-amino-ethyl)-carbamic acid benzyl ester hydrochloride), C1CCC2=NCCCN2CC1 (DBU). Run in COCCOC (DME). Product: C(C1=CC=CC=C1)OC(NCCNC1=NC(=NC(=C1C#N)C=1OC=CC1)N)=O ([2-(2-Amino-5-cyano-6-furan-2-yl-pyrimidin-4-ylamino)-ethyl]-carbamic Acid Benzyl Ester). RXN SMILES: [NH2:1][C:2]1[N:7]=[C:6]([C:8]2[O:9][CH:10]=[CH:11][CH:12]=2)[C:5]([C:13]#[N:14])=[C:4](S(C)=O)[N:3]=1.Cl.[CH2:19]([O:26][C:27](=[O:32])[NH:28][CH2:29][CH2:30][NH2:31])[C:20]1[CH:25]=[CH:24][CH:23]=[CH:22][CH:21]=1.C1CCN2C(=NCCC2)CC1>COCCOC>[CH2:19]([O:26][C:27](=[O:32])[NH:28][CH2:29][CH2:30][NH:31][C:4]1[C:5]([C:13]#[N:14])=[C:6]([C:8]2[O:9][CH:10]=[CH:11][CH:12]=2)[N:7]=[C:2]([NH2:1])[N:3]=1)[C:20]1[CH:25]=[CH:24][CH:23]=[CH:22][CH:21]=1 |f:1.2|. Reported procedure: From 2-amino-4-furan-2-yl-6-methanesulfinyl-pyrimidine-5-carbonitrile, (2-amino-ethyl)-carbamic acid benzyl ester hydrochloride and DBU in DME. ES-MS m/e (%): 401 (M+Na+, 20), 379 (M+H+, 100). RXN SMILES: Cl[C:2]1[C:11]2[C:6](=[CH:7][C:8]([O:12][CH3:13])=[CH:9][CH:10]=2)[CH:5]=[C:4]([NH:14][C:15]2[CH:19]=[CH:18][NH:17][N:16]=2)[N:3]=1.[Cl:20][C:21]1[CH:22]=[C:23]([OH:27])[CH:24]=[CH:25][CH:26]=1>>[Cl:20][C:21]1[CH:22]=[C:23]([CH:24]=[CH:25][CH:26]=1)[O:27][C:2]1[C:11]2[C:6](=[CH:7][C:8]([O:12][CH3:13])=[CH:9][CH:10]=2)[CH:5]=[C:4]([NH:14][C:15]2[CH:19]=[CH:18][NH:17][N:16]=2)[N:3]=1. Reported procedure: Similar procedure as described in example 10 was used, starting from (1-chloro-6-methoxy-isoquinolin-3-yl)-(1H-pyrazol-3-yl)-amine and 3-chloro-phenol to give [1-(3-chloro-phenoxy)-6-methoxy-isoquinolin-3-yl]-(1H-pyrazol-3-yl)-amine. LC-MS m/e 367(MH+). Product: ClC=1C=C(OC2=NC(=CC3=CC(=CC=C23)OC)NC2=NNC=C2)C=CC1 ([1-(3-chloro-phenoxy)-6-methoxy-isoquinolin-3-yl]-(1H-pyrazol-3-yl)-amine). Starting materials: ClC1=NC(=CC2=CC(=CC=C12)OC)NC1=NNC=C1 ((1-chloro-6-methoxy-isoquinolin-3-yl)-(1H-pyrazol-3-yl)-amine), ClC=1C=C(C=CC1)O (3-chloro-phenol). Starting materials: Cl (HCl), C(CCC)C1=NC(=C(N1CC1=CC=C(C=C1)C1=C(C=CC=C1)C1=NN=NN1C(C)OCC)C(O)C1=NC(=CC=C1)C(OC)OC)Cl ({2-butyl-5-chloro-3-[(2'-(1-(1-ethoxyethyl)-1H-tetrazol-5-yl)biphenyl-4-yl)methyl]-3H-imidazol-4-yl}[6-(dimethoxymethyl)pyridin-2-yl]methanol), [OH-].[Na+] (NaOH). Run in O1CCCC1 (tetrahydrofuran). Conditions: time 15 hour. Yields the product C(CCC)C1=NC(=C(N1CC1=CC=C(C=C1)C1=C(C=CC=C1)C1=NN=NN1)C(O)C1=NC(=CC=C1)C=O)Cl ({2-butyl-5-chloro-3-[(2'-(1H-tetrazol-5-yl)biphenyl-4-yl)methyl]-3H-imidazol-4-yl}(6-formylpyridin-2-yl)methanol). Yield: 83.2%. RXN SMILES: [CH2:1]([C:5]1[N:9]([CH2:10][C:11]2[CH:16]=[CH:15][C:14]([C:17]3[CH:22]=[CH:21][CH:20]=[CH:19][C:18]=3[C:23]3[N:27](C(OCC)C)[N:26]=[N:25][N:24]=3)=[CH:13][CH:12]=2)[C:8]([CH:33]([C:35]2[CH:40]=[CH:39][CH:38]=[C:37]([CH:41](OC)[O:42]C)[N:36]=2)[OH:34])=[C:7]([Cl:46])[N:6]=1)[CH2:2][CH2:3][CH3:4].Cl.[OH-].[Na+]>O1CCCC1>[CH2:1]([C:5]1[N:9]([CH2:10][C:11]2[CH:16]=[CH:15][C:14]([C:17]3[CH:22]=[CH:21][CH:20]=[CH:19][C:18]=3[C:23]3[NH:27][N:26]=[N:25][N:24]=3)=[CH:13][CH:12]=2)[C:8]([CH:33]([C:35]2[CH:40]=[CH:39][CH:38]=[C:37]([CH:41]=[O:42])[N:36]=2)[OH:34])=[C:7]([Cl:46])[N:6]=1)[CH2:2][CH2:3][CH3:4] |f:2.3|. Reported procedure: 150 mg (0.23 mmole) of the compound obtained in step 1 of Example 1 was dissolved in 3 ml of tetrahydrofuran and to the resulting solution was added 2 ml of aqueous 4N HCl solution. The resultant was stirred for 15 hours at room temperature, neutralized with aqueous 4N NaOH solution, concentrated under reduced pressure and purified with silica gel column chromatography to obtain 101 mg of the title compound (yield 83%). Starting materials: CN1CCNCC1, CC(=O)[O-], CC#N, Clc1ccc2[nH]c(C(Cl)(Cl)Cl)nc2c1, [NH4+], [Na+], O=C([O-])O. Yields the product CN1CCN(C(=N)c2nc3cc(Cl)ccc3[nH]2)CC1. RXN SMILES: [CH3:15][N:16]1[CH2:17][CH2:18][NH:19][CH2:20][CH2:21]1.[CH3:23][C:24](=[O:25])[O-:26].[CH3:27][C:28]#[N:29].[Cl:1][c:2]1[cH:3][c:4]2[c:5]([nH:6][c:7]([C:9]([Cl:10])([Cl:11])[Cl:12])[n:8]2)[cH:13][cH:14]1.[NH4+:22].[Na+:34].[O-:30][C:31]([OH:32])=[O:33]>>[Cl:1][c:2]1[cH:3][c:4]2[c:5]([nH:6][c:7]([C:9]([N:19]3[CH2:18][CH2:17][N:16]([CH3:15])[CH2:21][CH2:20]3)=[NH:22])[n:8]2)[cH:13][cH:14]1. Reactants: CCn1c(=O)n(-c2ccc(OCc3ccccc3)cc2)c2ncc(OCC(F)(F)F)cc21, CCO. Product: CCn1c(=O)n(-c2ccc(O)cc2)c2ncc(OCC(F)(F)F)cc21. As a reaction SMILES: [CH2:1]([c:2]1[cH:3][cH:4][cH:5][cH:6][cH:7]1)[O:8][c:9]1[cH:10][cH:11][c:12](-[n:15]2[c:16](=[O:32])[n:17]([CH2:30][CH3:31])[c:18]3[c:19]2[n:20][cH:21][c:22]([O:24][CH2:25][C:26]([F:27])([F:28])[F:29])[cH:23]3)[cH:13][cH:14]1.[CH3:33][CH2:34][OH:35]>>[OH:8][c:9]1[cH:10][cH:11][c:12](-[n:15]2[c:16](=[O:32])[n:17]([CH2:30][CH3:31])[c:18]3[c:19]2[n:20][cH:21][c:22]([O:24][CH2:25][C:26]([F:27])([F:28])[F:29])[cH:23]3)[cH:13][cH:14]1. The reactants are OC(C(C(=O)O)(C)C)C(=O)O ((3RS)-3-Hydroxy-2,2-dimethyl-succinic acid), FC(C(=O)OC(C(F)(F)F)=O)(F)F (Trifluoroacetic anhydride). Solvent: C(Cl)Cl (CH2Cl2). Run at temperature 2.5 celsius, time 2 hour. Yields the product OC1C(C(OC1=O)=O)(C)C ((4RS)-4-Hydroxy-3,3-dimethyl-dihydro-furan-2,5-dione). RXN SMILES: [OH:1][CH:2]([C:9]([OH:11])=[O:10])[C:3]([CH3:8])([CH3:7])[C:4]([OH:6])=O.FC(F)(F)C(OC(=O)C(F)(F)F)=O>C(Cl)Cl>[OH:1][CH:2]1[C:9](=[O:10])[O:11][C:4](=[O:6])[C:3]1([CH3:7])[CH3:8]. Procedure details: (3RS)-3-Hydroxy-2,2-dimethyl-succinic acid [Tetrahedron Letters (2002), 43(52), 9513-9515] (120 mg, 0.74 mmol) was suspended in CH2Cl2 (2 ml) and cooled to 0-5° C. Trifluoroacetic anhydride (260 μl, 1.85 mmol) was added and the reaction mixture stirred for 2 hours at room temperature. The reaction mixture was evaporated to dryness and used without any further purification in the next step. Reactants: COC1CCC(NC(=O)OCc2ccccc2)C(COC(c2ccccc2)(c2ccccc2)c2ccccc2)C1, CC(=O)O, CC#N. The product is COC1CCC(NC(=O)OCc2ccccc2)C(CO)C1. Reaction SMILES: [CH3:1][O:2][CH:3]1[CH2:4][CH:5]([CH2:20][O:21][C:22]([c:23]2[cH:24][cH:25][cH:26][cH:27][cH:28]2)([c:29]2[cH:30][cH:31][cH:32][cH:33][cH:34]2)[c:35]2[cH:36][cH:37][cH:38][cH:39][cH:40]2)[CH:6]([NH:9][C:10]([O:11][CH2:12][c:13]2[cH:14][cH:15][cH:16][cH:17][cH:18]2)=[O:19])[CH2:7][CH2:8]1.[CH3:41][C:42](=[O:43])[OH:44].[CH3:45][C:46]#[N:47]>>[CH3:1][O:2][CH:3]1[CH2:4][CH:5]([CH2:20][OH:21])[CH:6]([NH:9][C:10]([O:11][CH2:12][c:13]2[cH:14][cH:15][cH:16][cH:17][cH:18]2)=[O:19])[CH2:7][CH2:8]1. Reactants: ClCCl, O=C(O)C=Cc1ccc(C(F)(F)F)cc1, CN(C)C=O, O=S(Cl)Cl. The product is O=C(Cl)C=Cc1ccc(C(F)(F)F)cc1. RXN SMILES: [Cl:16][CH2:17][Cl:18].[F:1][C:2]([c:3]1[cH:4][cH:5][c:6]([CH:7]=[CH:8][C:9](=[O:10])[OH:11])[cH:12][cH:13]1)([F:14])[F:15].[O:23]=[CH:24][N:25]([CH3:26])[CH3:27].[S:19]([Cl:20])([Cl:21])=[O:22]>>[F:1][C:2]([c:3]1[cH:4][cH:5][c:6]([CH:7]=[CH:8][C:9](=[O:10])[Cl:16])[cH:12][cH:13]1)([F:14])[F:15].